Dataset: the Open Reaction Database (ORD), a public repository of structured organic reaction records. Task: describe an organic reaction: reactants, conditions, products, and yield Reported procedure: 4.5 g of 1-(2-chloroethyl)-3-n-propyl-3-D-glucopyranosylurea are dissolved in 20 ml of formic acid, and 2.8 g of sodium nitrite are added gradually thereto at 0° to 5° C. for one hour under stirring. The mixture is further stirred at the same temperature for one hour. After the reaction, 20 ml of methanol are added to the reaction mixture. Said mixture is neutralized with potassium carbonate under ice-cooling. Then, 150 ml of ethyl acetate are added to said mixture, and insoluble materials are r... The reactants are N(=O)[O-].[Na+] (sodium nitrite), C([O-])([O-])=O.[K+].[K+] (potassium carbonate), ClCCNC(=O)N(C1[C@H](O)[C@@H](O)[C@H](O)[C@H](O1)CO)CCC (1-(2-chloroethyl)-3-n-propyl-3-D-glucopyranosylurea), CO (methanol). The yield is 30.6%. Reaction SMILES: [Cl:1][CH2:2][CH2:3][NH:4][C:5]([N:7]([CH2:19][CH2:20][CH3:21])[CH:8]1[O:16][C@H:15]([CH2:17][OH:18])[C@@H:13]([OH:14])[C@H:11]([OH:12])[C@H:9]1[OH:10])=[O:6].[N:22]([O-])=[O:23].[Na+].CO.C(=O)([O-])[O-].[K+].[K+]>C(O)=O.C(OCC)(=O)C>[Cl:1][CH2:2][CH2:3][N:4]([N:22]=[O:23])[C:5]([N:7]([CH2:19][CH2:20][CH3:21])[CH:8]1[O:16][C@H:15]([CH2:17][OH:18])[C@@H:13]([OH:14])[C@H:11]([OH:12])[C@H:9]1[OH:10])=[O:6] |f:1.2,4.5.6|. Product: ClCCN(C(=O)N(C1[C@H](O)[C@@H](O)[C@H](O)[C@H](O1)CO)CCC)N=O (1-(2-chloroethyl)-1-nitroso-3-n-propyl-3-D-glucopyranosylurea). The solvent is C(=O)O (formic acid), C(C)(=O)OCC (ethyl acetate). Run at time 1 hour. The reactants are COC(C)(C)C, CCOC(=O)C(F)(F)F, NCCC(O)c1cccc(Br)c1. Yields the product O=C(NCCC(O)c1cccc(Br)c1)C(F)(F)F. RXN SMILES: [C:22]([O:23][CH3:24])([CH3:25])([CH3:26])[CH3:27].[F:13][C:14]([C:15](=[O:16])[O:17][CH2:18][CH3:19])([F:20])[F:21].[NH2:1][CH2:2][CH2:3][CH:4]([OH:5])[c:6]1[cH:7][c:8]([Br:12])[cH:9][cH:10][cH:11]1>>[NH:1]([CH2:2][CH2:3][CH:4]([OH:5])[c:6]1[cH:7][c:8]([Br:12])[cH:9][cH:10][cH:11]1)[C:15]([C:14]([F:13])([F:20])[F:21])=[O:16]. The reactants are [La] (lanthanum), [O-2].[Tb+3].[O-2].[O-2].[Tb+3] (terbium oxide), [O-2].[La+3].[O-2].[O-2].[La+3] (Lanthanum oxide), [N+](=O)(O)[O-] (nitric acid), [Tb] (terbium), [O-2].[La+3].[O-2].[O-2].[La+3] (lanthanum oxide). Product: [N+](=O)([O-])[O-].[La+3].[N+](=O)([O-])[O-].[N+](=O)([O-])[O-] (lanthanum nitrate). RXN SMILES: [La:1].[Tb].[O-2].[La+3].[O-2].[O-2].[La+3].[O-2].[Tb+3].[O-2].[O-2].[Tb+3].[N+:13]([O-:16])([OH:15])=[O:14]>>[N+:13]([O-:16])([O-:15])=[O:14].[La+3:1].[N+:13]([O-:16])([O-:15])=[O:14].[N+:13]([O-:16])([O-:15])=[O:14] |f:2.3.4.5.6,7.8.9.10.11,13.14.15.16|. Procedure: The lanthanum and terbium raw materials may be lanthanum oxide and terbium oxide. Lanthanum oxide is added to concentrated nitric acid to form lanthanum nitrate, which is then preferably diluted. Terbium oxide is added to concentrated nitric acid to form terbium nitrate solution, which is then preferably diluted. The diluted lanthanum nitrate solution and the diluted terbium nitrate solution are then combined to form a single rare earth solution. Hydrated cerium nitrate is then added to the rare... Starting materials: COC(=O)c1ccc(CBr)cc1-c1ccccc1, COCCOC, Cc1ccccc1, C[Si](C)(C)[N-][Si](C)(C)C, [K+], C1COCCOCCOCCOCCOCCO1, O, Oc1cccnc1. Product: COC(=O)c1ccc(COc2cccnc2)cc1-c1ccccc1. Reaction SMILES: [CH3:36][O:37][C:38]([c:39]1[c:40](-[c:47]2[cH:48][cH:49][cH:50][cH:51][cH:52]2)[cH:41][c:42]([CH2:45][Br:46])[cH:43][cH:44]1)=[O:53].[CH3:54][O:55][CH2:56][CH2:57][O:58][CH3:59].[CH3:60][c:61]1[cH:62][cH:63][cH:64][cH:65][cH:66]1.[CH3:8][Si:9]([CH3:10])([CH3:11])[N-:12][Si:13]([CH3:14])([CH3:15])[CH3:16].[K+:17].[O:18]1[CH2:19][CH2:20][O:21][CH2:22][CH2:23][O:24][CH2:25][CH2:26][O:27][CH2:28][CH2:29][O:30][CH2:31][CH2:32][O:33][CH2:34][CH2:35]1.[OH2:67].[OH:1][c:2]1[cH:3][n:4][cH:5][cH:6][cH:7]1>>[O:1]([c:2]1[cH:3][n:4][cH:5][cH:6][cH:7]1)[CH2:45][c:42]1[cH:41][c:40](-[c:47]2[cH:48][cH:49][cH:50][cH:51][cH:52]2)[c:39]([C:38]([O:37][CH3:36])=[O:53])[cH:44][cH:43]1. As a reaction SMILES: [SH:1][C:2]1[CH:7]=[CH:6][C:5]([OH:8])=[CH:4][CH:3]=1.C(=O)([O-])[O-].[Cs+].[Cs+].Br[CH2:16][C:17]([O:19][CH2:20][CH3:21])=[O:18]>O1CCCC1>[OH:8][C:5]1[CH:6]=[CH:7][C:2]([S:1][CH2:16][C:17]([O:19][CH2:20][CH3:21])=[O:18])=[CH:3][CH:4]=1 |f:1.2.3|. Conditions: temperature 50 celsius, time 8 hour. Reactants: SC1=CC=C(C=C1)O (4-mercaptophenol), C([O-])([O-])=O.[Cs+].[Cs+] (cesium carbonate), BrCC(=O)OCC (ethyl bromoaceate). Yields the product OC1=CC=C(C=C1)SCC(=O)OCC (ethyl 2-(4-hydroxyphenylthio)acetate). Reported procedure: To a solution of 4-mercaptophenol (49.7 mg, 0.39 mmol) in tetrahydrofuran (2 mL) was added cesium carbonate (128 mg, 0.39 mmol) and ethyl bromoaceate (44 μL, 0.39 mmol) and the reaction was stirred at 50° C. overnight. The reaction was quenched with water and extracted with ethyl acetate (3×10 mL). The organic layer was dried over sodium sulfate, filtered, and concentrated in vacuo. The residue was purified by flash column chromatography on silica gel with hexanes and EtOAc to afford ethyl 2-(4-... Run in O1CCCC1 (tetrahydrofuran). The reactants are CN1C2=C(C(C3=C(C1)C=CC=C3)=O)C=C(C=C2)CC(=O)OC (Methyl 5,6-dihydro-5-methyl-11-oxodibenz[b,e]azepine-2-acetate), solution, C[O-].[Na+] (sodium methylate), Cl.NO (hydroxylamine hydrochloride). Run in CO (methanol), CO (methanol). The product is CN1C2=C(C(C3=C(C1)C=CC=C3)=O)C=C(C=C2)CC(=O)NO (5,6-dihydro-5-methyl-11-oxodibenz[b,e]azepine-2-acethydroxamic acid). Yield: 53.2%. Reaction SMILES: [CH3:1][N:2]1[CH2:8][C:7]2[CH:9]=[CH:10][CH:11]=[CH:12][C:6]=2[C:5](=[O:13])[C:4]2[CH:14]=[C:15]([CH2:18][C:19]([O:21]C)=O)[CH:16]=[CH:17][C:3]1=2.Cl.[NH2:24][OH:25].C[O-].[Na+]>CO>[CH3:1][N:2]1[CH2:8][C:7]2[CH:9]=[CH:10][CH:11]=[CH:12][C:6]=2[C:5](=[O:13])[C:4]2[CH:14]=[C:15]([CH2:18][C:19]([NH:24][OH:25])=[O:21])[CH:16]=[CH:17][C:3]1=2 |f:1.2,3.4|. Reported procedure: Methyl 5,6-dihydro-5-methyl-11-oxodibenz[b,e]azepine-2-acetate (1.5 g) was dissolved in methanol (80 ml), and hydroxylamine hydrochloride (1.0 g) was added to make a homogeneous solution. Then, a 28% solution (6 g) of sodium methylate in methanol was added to the homogeneous solution, and the mixture was heated for 3 hours. Then, the reaction mixture was concentrated, and after addition of water (20 ml) and dry ice (1 g), was extracted with chloroform. The extract was dried over MgSO4, and then,...